Task: describe an organic reaction: reactants, conditions, products, and yield. Dataset: the Open Reaction Database (ORD), a public repository of structured organic reaction records Starting materials: C(C)(C)(C)OC(=O)N1CCC(CC1)O (4-hydroxy-piperidine-1-carboxylic acid tert-butyl ester), [H-].[Na+] (NaH), ice water, C(C1=CC=CC=C1)OC1=C(C=C(C=C1)C1=C(N=NC(=C1)Cl)CCCC)OC (4-(4-benzyloxy-3-methoxy-phenyl)-3-butyl-6-chloro-pyridazine). The solvent is C1CCOC1 (THF). Conditions: time 10 minute. Yields the product C(C)(C)(C)OC(=O)N1CCC(CC1)OC=1N=NC(=C(C1)C1=CC(=C(C=C1)OCC1=CC=CC=C1)OC)CCCC (4-[5-(4-benzyloxy-3-methoxy-phenyl)-6-butyl-pyridazin-3-yloxy]-piperidine-1-carboxylic acid tert-butyl ester). RXN SMILES: [C:1]([O:5][C:6]([N:8]1[CH2:13][CH2:12][CH:11]([OH:14])[CH2:10][CH2:9]1)=[O:7])([CH3:4])([CH3:3])[CH3:2].[H-].[Na+].[CH2:17]([O:24][C:25]1[CH:30]=[CH:29][C:28]([C:31]2[CH:36]=[C:35](Cl)[N:34]=[N:33][C:32]=2[CH2:38][CH2:39][CH2:40][CH3:41])=[CH:27][C:26]=1[O:42][CH3:43])[C:18]1[CH:23]=[CH:22][CH:21]=[CH:20][CH:19]=1>C1COCC1>[C:1]([O:5][C:6]([N:8]1[CH2:13][CH2:12][CH:11]([O:14][C:35]2[N:34]=[N:33][C:32]([CH2:38][CH2:39][CH2:40][CH3:41])=[C:31]([C:28]3[CH:29]=[CH:30][C:25]([O:24][CH2:17][C:18]4[CH:23]=[CH:22][CH:21]=[CH:20][CH:19]=4)=[C:26]([O:42][CH3:43])[CH:27]=3)[CH:36]=2)[CH2:10][CH2:9]1)=[O:7])([CH3:4])([CH3:2])[CH3:3] |f:1.2|. Reported procedure: To a stirred solution of 4-hydroxy-piperidine-1-carboxylic acid tert-butyl ester (3.0 mmol, 604 mg) in THF (10 mL) at 0° C., NaH (60% dispersion in mineral oil, 4.0 mmol, 160 mg) was added and stirring continued for 10 min at room temperature, then 4-(4-benzyloxy-3-methoxy-phenyl)-3-butyl-6-chloro-pyridazine (2.0 mmol, 766 mg) was added. The resulting mixture was stirred at 50° C. for 1 hour, poured into ice-water and extracted with ethyl acetate. The organic layers were combined and concentrate... Product: COC(=O)c1ccc(-c2ccc(C(C)C(O)(c3ccc4oc(=O)n(C)c4c3)C(F)(F)F)c(Cl)c2)cc1F. The reactants are CC(c1ccc(Br)cc1Cl)C(O)(c1ccc2oc(=O)n(C)c2c1)C(F)(F)F, O=C([O-])[O-], COC(=O)c1ccc(B(O)O)cc1F, [Na+], [Na+], C1COCCO1, O. Reaction SMILES: [Br:1][c:2]1[cH:3][c:4]([Cl:27])[c:5]([CH:8]([C:9]([C:10]([F:11])([F:12])[F:13])([OH:14])[c:15]2[cH:16][cH:17][c:18]3[c:19]([n:20]([CH3:24])[c:21](=[O:23])[o:22]3)[cH:25]2)[CH3:26])[cH:6][cH:7]1.[C:42](=[O:43])([O-:44])[O-:45].[F:28][c:29]1[cH:30][c:31]([B:39]([OH:40])[OH:41])[cH:32][cH:33][c:34]1[C:35](=[O:36])[O:37][CH3:38].[Na+:46].[Na+:47].[O:48]1[CH2:49][CH2:50][O:51][CH2:52][CH2:53]1.[OH2:54]>>[c:2]1(-[c:31]2[cH:30][c:29]([F:28])[c:34]([C:35](=[O:36])[O:37][CH3:38])[cH:33][cH:32]2)[cH:3][c:4]([Cl:27])[c:5]([CH:8]([C:9]([C:10]([F:11])([F:12])[F:13])([OH:14])[c:15]2[cH:16][cH:17][c:18]3[c:19]([n:20]([CH3:24])[c:21](=[O:23])[o:22]3)[cH:25]2)[CH3:26])[cH:6][cH:7]1. The reactants are ClC1=CC(=CC=C1)C(=O)OO (m-chloroperbenzoic acid), CC1(OC2=CC=C(C=C2C=C1)F)C (2,2-dimethyl-6-fluoro-2H-chromene), S(=O)([O-])[O-].[Na+].[Na+].C(O)([O-])=O.[Na+] (sodium sulfite sodium hydrogen carbonate), FC(C(=O)O)(F)F (trifluoroacetic acid). The solvent is ClC(Cl)Cl (trichloromethane). Run at time 2 hour. The product is CC1(OC2=CC=C(C=C2CC1=O)F)C (2,2-dimethyl-6-fluoro-3-oxo-chroman). RXN SMILES: ClC1C=CC=C(C(OO)=[O:9])C=1.[CH3:12][C:13]1([CH3:24])[CH:22]=[CH:21][C:20]2[C:15](=[CH:16][CH:17]=[C:18]([F:23])[CH:19]=2)[O:14]1.FC(F)(F)C(O)=O.S([O-])([O-])=O.[Na+].[Na+].C(=O)([O-])O.[Na+]>ClC(Cl)Cl>[CH3:12][C:13]1([CH3:24])[C:22](=[O:9])[CH2:21][C:20]2[C:15](=[CH:16][CH:17]=[C:18]([F:23])[CH:19]=2)[O:14]1 |f:3.4.5.6.7|. Reported procedure: 40.6 g (0.2 mol) of m-chloroperbenzoic acid are added, while stirring at from 15° to 20°, to a solution of 17.8 g (0.1 mol) of 2,2-dimethyl-6-fluoro-2H-chromene in 300 ml of trichloromethane. 17.1 g (0.15 mol) of trifluoroacetic acid are added rapidly to the resulting suspension at room temperature. The reaction mixture is then stirred at room temperature for 2 hours and then an aqueous solution of sodium sulfite/sodium hydrogen carbonate (1:1) is added thereto. The organic phase is separated of... Reactants: C(C1=CC=CC=C1)N1C(=C(C(C(=C1)C)=O)C)C(=O)OCC (N-benzyl-2-ethoxycarbonyl-3,5-dimethyl-4-pyridone), Pd--C, OCC1(O)[C@H](O)[C@H](O)[C@H](O)CO1 (Psi). Run in C(C)(=O)O (acetic acid). The product is C(C)OC(=O)C=1NC=C(C(C1C)=O)C (2-Ethoxycarbonyl-3,5-dimethyl-4(1H) -pyridone). The yield is 94.5%. As a reaction SMILES: C([N:8]1[CH:13]=[C:12]([CH3:14])[C:11](=[O:15])[C:10]([CH3:16])=[C:9]1[C:17]([O:19][CH2:20][CH3:21])=[O:18])C1C=CC=CC=1.OCC1(OC[C@@H](O)[C@@H](O)[C@H]1O)O>C(O)(=O)C>[CH2:20]([O:19][C:17]([C:9]1[NH:8][CH:13]=[C:12]([CH3:14])[C:11](=[O:15])[C:10]=1[CH3:16])=[O:18])[CH3:21]. Procedure details: To a solution of pyridone 5 (5.1 g, 17.89 mmol) in acetic acid (100 ml) was added 10% Pd--C (0.2 g), and the reaction mixture was hydrogenated (55 Psi) at room temperature overnight. The mixture was then filtered through Celite and the filtrate was evaporated. The residue was thoroughly washed with 10% potassium carbonate, water and dried in vacuo to give compound 6 as a white powder (3.3 g, 95% yield) m.p. 124°-126° C. 1H-NMR (DMSO-d6) δ 7.52 (brs, 1H), 4.45 (q, J=7.2 Hz, 2H), 2.40 (s, 3H), 2.0... Starting materials: CO, CCOC(=O)C1=Cc2cc(OC(F)(F)F)ccc2NC1C(F)(F)F, [Na+], [OH-], O. Yields the product O=C(O)C1=Cc2cc(OC(F)(F)F)ccc2NC1C(F)(F)F. As a reaction SMILES: [CH3:27][OH:28].[F:1][C:2]([O:3][c:4]1[cH:5][c:6]2[c:11]([cH:12][cH:13]1)[NH:10][CH:9]([C:14]([F:15])([F:16])[F:17])[C:8]([C:18](=[O:19])[O:20][CH2:21][CH3:22])=[CH:7]2)([F:23])[F:24].[Na+:26].[OH-:25].[OH2:29]>>[F:1][C:2]([O:3][c:4]1[cH:5][c:6]2[c:11]([cH:12][cH:13]1)[NH:10][CH:9]([C:14]([F:15])([F:16])[F:17])[C:8]([C:18](=[O:19])[OH:20])=[CH:7]2)([F:23])[F:24].